From a dataset of the Open Reaction Database (ORD), a public repository of structured organic reaction records. describe an organic reaction: reactants, conditions, products, and yield The reactants are C(=O)(O)[O-].[Na+] (NaHCO3), NC1=C2C(C(=CN(C2=C(C(=C1F)NCCNC1=NC=CC=C1)OC)C1CC1)C(=O)O)=O (5-Amino-1-cyclopropyl-6-fluoro-1,4-dihydro-8-methoxy-4-oxo-7-[2-(2-pyridylamino)ethylamino]quinoline-3-carboxylic acid), OS(=O)(=O)O (H2SO4), CCO (EtOH), ice water. The product is NC1=C2C(C(=CN(C2=C(C(=C1F)NCCNC1=NC=CC=C1)OC)C1CC1)C(=O)OCC)=O (ethyl 5-amino-1-cyclopropyl-6-fluoro-1,4-dihydro-8-methoxy-4-oxo-7-[2-(2-pyridylamino)ethylamino]quinoline-3-carboxylate). Yield: 44.0%. As a reaction SMILES: [NH2:1][C:2]1[C:11]([F:12])=[C:10]([NH:13][CH2:14][CH2:15][NH:16][C:17]2[CH:22]=[CH:21][CH:20]=[CH:19][N:18]=2)[C:9]([O:23][CH3:24])=[C:8]2[C:3]=1[C:4](=[O:31])[C:5]([C:28]([OH:30])=[O:29])=[CH:6][N:7]2[CH:25]1[CH2:27][CH2:26]1.OS(O)(=O)=O.C([O-])(O)=O.[Na+].[CH3:42][CH2:43]O>>[NH2:1][C:2]1[C:11]([F:12])=[C:10]([NH:13][CH2:14][CH2:15][NH:16][C:17]2[CH:22]=[CH:21][CH:20]=[CH:19][N:18]=2)[C:9]([O:23][CH3:24])=[C:8]2[C:3]=1[C:4](=[O:31])[C:5]([C:28]([O:30][CH2:42][CH3:43])=[O:29])=[CH:6][N:7]2[CH:25]1[CH2:27][CH2:26]1 |f:2.3|. Procedure: A mixture of 5-Amino-1-cyclopropyl-6-fluoro-1,4-dihydro-8-methoxy-4-oxo-7-[2-(2-pyridylamino)ethylamino]quinoline-3-carboxylic acid (428 mg, 1.00 mmol) and concentrated H2SO4 (1.0 mL) in EtOH (15 mL) was refluxed for 8 h. After cooling, the mixture was poured into ice water (100 mL). Saturated aq. NaHCO3 (50 mL) was added and the crude product was extracted with CH2Cl2 (2×50 mL). The extraction mixture washed with brine, dried over Na2SO4 and concentrated in vacuo. The residue was purified by co... Starting materials: BrC=1N=C(SC1)C=1SC2=C(N1)C=C(C(=C2C2=CC=C(C=C2)Cl)[C@@H](C(=O)OC)OC(C)(C)C)C ((S)-methyl 2-(2-(4-bromothiazol-2-yl)-7-(4-chlorophenyl)-5-methylbenzo[d]thiazol-6-yl)-2-tert-butoxyacetate), C(C)(C)N1CCNCC1 (isopropylpiperazine). Reagents/catalysts: [OH-].[K+] (KOH), [Br-].C(CCCCCCCCCCCCCCC)[N+](C)(C)C (cetyltrimethylammonium bromide), CC(C)([P](C(C)(C)C)([Pd][P](C(C)(C)C)(C(C)(C)C)C(C)(C)C)C(C)(C)C)C (Bis(tri-t-butylphosphine)palladium(0)). Solvent: C1(=CC=CC=C1)C (toluene). Conditions: temperature 105 celsius. Product: C(C)(C)(C)O[C@H](C(=O)OC)C1=C(C2=C(N=C(S2)C=2SC=C(N2)N2CCN(CC2)C(C)C)C=C1C)C1=CC=C(C=C1)Cl ((S)-methyl 2-tert-butoxy-2-(7-(4-chlorophenyl)-2-(4-(4-isopropylpiperazin-1-yl)thiazol-2-yl)-5-methylbenzo[d]thiazol-6-yl)acetate). Reaction SMILES: Br[C:2]1[N:3]=[C:4]([C:7]2[S:8][C:9]3[C:15]([C:16]4[CH:21]=[CH:20][C:19]([Cl:22])=[CH:18][CH:17]=4)=[C:14]([C@H:23]([O:28][C:29]([CH3:32])([CH3:31])[CH3:30])[C:24]([O:26][CH3:27])=[O:25])[C:13]([CH3:33])=[CH:12][C:10]=3[N:11]=2)[S:5][CH:6]=1.[CH:34]([N:37]1[CH2:42][CH2:41][NH:40][CH2:39][CH2:38]1)([CH3:36])[CH3:35]>[Br-].C([N+](C)(C)C)CCCCCCCCCCCCCCC.[OH-].[K+].CC(C)([P](C(C)(C)C)([Pd][P](C(C)(C)C)(C(C)(C)C)C(C)(C)C)C(C)(C)C)C.C1(C)C=CC=CC=1>[C:29]([O:28][C@@H:23]([C:14]1[C:13]([CH3:33])=[CH:12][C:10]2[N:11]=[C:7]([C:4]3[S:5][CH:6]=[C:2]([N:40]4[CH2:41][CH2:42][N:37]([CH:34]([CH3:36])[CH3:35])[CH2:38][CH2:39]4)[N:3]=3)[S:8][C:9]=2[C:15]=1[C:16]1[CH:21]=[CH:20][C:19]([Cl:22])=[CH:18][CH:17]=1)[C:24]([O:26][CH3:27])=[O:25])([CH3:32])([CH3:31])[CH3:30] |f:2.3,4.5,^1:68,74|. Procedure: In a 5 mL microwave reaction tube, (S)-methyl 2-(2-(4-bromothiazol-2-yl)-7-(4-chlorophenyl)-5-methylbenzo[d]thiazol-6-yl)-2-tert-butoxyacetate (50 mg, 0.08 mmol), isopropylpiperazine (34 mg, 3 eq.), Bis(tri-t-butylphosphine)palladium(0) (3 mg, 15%), cetyltrimethylammonium bromide (4 mg, 0.5 eq.) were charged with 1 mL toluene, then 1 drop of 50% KOH aqueous solution (excess) was added. The reaction was heated to 105° C. for 1 hour. Reaction mixture was purified by HPLC (0.1% TFA in ACN and water... The reactants are CCO, S=C=Nc1c(Cl)cccc1Cl, FC(F)(F)c1cccc(OC2CNC2)c1, [N-]=C=S. Yields the product FC(F)(F)c1cccc(OC2CN(C(=S)Nc3c(Cl)cccc3Cl)C2)c1. As a reaction SMILES: [CH3:30][CH2:31][OH:32].[Cl:16][c:17]1[c:18]([N:24]=[C:25]=[S:26])[c:19]([Cl:23])[cH:20][cH:21][cH:22]1.[F:1][C:2]([c:3]1[cH:4][c:5]([O:6][CH:7]2[CH2:8][NH:9][CH2:10]2)[cH:11][cH:12][cH:13]1)([F:14])[F:15].[N-:27]=[C:28]=[S:29]>>[F:1][C:2]([c:3]1[cH:4][c:5]([O:6][CH:7]2[CH2:8][N:9]([C:25]([NH:24][c:18]3[c:17]([Cl:16])[cH:22][cH:21][cH:20][c:19]3[Cl:23])=[S:26])[CH2:10]2)[cH:11][cH:12][cH:13]1)([F:14])[F:15].